This data is from the Open Reaction Database (ORD), a public repository of structured organic reaction records. The task is: describe an organic reaction: reactants, conditions, products, and yield Reactants: SC=1NC2=C(N1)C=CC(=C2)NC(C(=O)O)=O (N-(2-mercapto-3H-benzimidazol-5-yl)-oxalamic acid), C(C1=CC=CC=C1)C1CCNCC1 (4-benzyl-piperidine). The solvent is C(C)OCC (diethylether). Product: C(C1=CC=CC=C1)C1CCN(CC1)C(C(=O)NC1=CC2=C(N=C(N2)S)C=C1)=O (2-(4-Benzyl-piperidin-1-yl)-N-(2-mercapto-3H-benzimidazol-5-yl)-2-oxo-acetamide). Reaction SMILES: [SH:1][C:2]1[NH:3][C:4]2[CH:10]=[C:9]([NH:11][C:12](=[O:16])[C:13]([OH:15])=O)[CH:8]=[CH:7][C:5]=2[N:6]=1.[CH2:17]([CH:24]1[CH2:29][CH2:28][NH:27][CH2:26][CH2:25]1)[C:18]1[CH:23]=[CH:22][CH:21]=[CH:20][CH:19]=1>C(OCC)C>[CH2:17]([CH:24]1[CH2:29][CH2:28][N:27]([C:13](=[O:15])[C:12]([NH:11][C:9]2[CH:8]=[CH:7][C:5]3[N:6]=[C:2]([SH:1])[NH:3][C:4]=3[CH:10]=2)=[O:16])[CH2:26][CH2:25]1)[C:18]1[CH:23]=[CH:22][CH:21]=[CH:20][CH:19]=1. Reported procedure: The title compound is prepared from N-(2-mercapto-3H-benzimidazol-5-yl)-oxalamic acid and 4-benzyl-piperidine according to the method described in Example 1c. Melting Point: 277-281° C. (diethylether) Reactants: Cc1cc(O)ccc1CCCCn1ccnn1, CN(C)C=O, Cc1nc(-c2ccc(OC(F)(F)F)cc2)ccc1CCl, [H-], [Na+], O. Product: Cc1cc(OCc2ccc(-c3ccc(OC(F)(F)F)cc3)nc2C)ccc1CCCCn1ccnn1. Reaction SMILES: [CH3:3][c:4]1[cH:5][c:6]([OH:19])[cH:7][cH:8][c:9]1[CH2:10][CH2:11][CH2:12][CH2:13][n:14]1[n:15][n:16][cH:17][cH:18]1.[CH3:41][N:42]([CH3:43])[CH:44]=[O:45].[Cl:20][CH2:21][c:22]1[c:23]([CH3:39])[n:24][c:25](-[c:28]2[cH:29][cH:30][c:31]([O:34][C:35]([F:36])([F:37])[F:38])[cH:32][cH:33]2)[cH:26][cH:27]1.[H-:1].[Na+:2].[OH2:40]>>[CH3:3][c:4]1[cH:5][c:6]([O:19][CH2:21][c:22]2[c:23]([CH3:39])[n:24][c:25](-[c:28]3[cH:29][cH:30][c:31]([O:34][C:35]([F:36])([F:37])[F:38])[cH:32][cH:33]3)[cH:26][cH:27]2)[cH:7][cH:8][c:9]1[CH2:10][CH2:11][CH2:12][CH2:13][n:14]1[n:15][n:16][cH:17][cH:18]1. Starting materials: COCc1cc(C(N)C(=O)OC)ccc1O, Cl, [Na+], [OH-]. The product is COCc1cc(C(N)C(=O)O)ccc1O. RXN SMILES: [CH3:1][O:2][C:3]([CH:4]([c:5]1[cH:6][c:7]([CH2:12][O:13][CH3:14])[c:8]([OH:11])[cH:9][cH:10]1)[NH2:15])=[O:16].[ClH:17].[Na+:19].[OH-:18]>>[O:2]=[C:3]([CH:4]([c:5]1[cH:6][c:7]([CH2:12][O:13][CH3:14])[c:8]([OH:11])[cH:9][cH:10]1)[NH2:15])[OH:16]. Starting materials: COC([C@@H]([C@H](C)C1=CC(=C(C=C1)Cl)Cl)OS(=O)(=O)C)=O ((2R,3R)-3-(3,4-dichloro-phenyl)-2-methanesulfonyloxy-butyric acid methyl ester), [N-]=[N+]=[N-].[Na+] (NaN3). Solvent: CN(C)C=O (DMF). Conditions: temperature 55 celsius. The product is COC([C@H]([C@H](C)C1=CC(=C(C=C1)Cl)Cl)N=[N+]=[N-])=O ((2S,3R)-2-Azido-3-(3,4-dichloro-phenyl)-butyric acid methyl ester). Isolated yield 71.1%. As a reaction SMILES: [CH3:1][O:2][C:3](=[O:20])[C@H:4](OS(C)(=O)=O)[C@@H:5]([C:7]1[CH:12]=[CH:11][C:10]([Cl:13])=[C:9]([Cl:14])[CH:8]=1)[CH3:6].[N-:21]=[N+:22]=[N-:23].[Na+]>CN(C=O)C>[CH3:1][O:2][C:3](=[O:20])[C@@H:4]([N:21]=[N+:22]=[N-:23])[C@@H:5]([C:7]1[CH:12]=[CH:11][C:10]([Cl:13])=[C:9]([Cl:14])[CH:8]=1)[CH3:6] |f:1.2|. Reported procedure: To a solution of (2R,3R)-3-(3,4-dichloro-phenyl)-2-methanesulfonyloxy-butyric acid methyl ester (0.70 g, 2.05 mmol) in DMF (10 mL) was added NaN3 (0.27 g, 4.10 mmol). The reaction was heated at 55° C. overnight. The mixture was quenched with water and extracted with EtOAc. The organic phase was washed with water (2×), dried (MgSO4), and concentrated. The product was purified by flash chromatography to give 0.42 g (71%) of product. 1H NMR (500 MHz, CDCl3): 7.39 (d, J=8.3, 1H), 7.35 (d, J=2.1, 1H)...